Dataset: the Open Reaction Database (ORD), a public repository of structured organic reaction records. Task: describe an organic reaction: reactants, conditions, products, and yield Starting materials: C(C)(C)(C)C1=NN=C(S1)N1C(N(CCC1O)C)=O (Tetrahydro-1-(5-t-butyl-1,3,4-thiadiazol-2-yl)-3-methyl-6-hydroxy-2(1H)-pyrimidinone), ClC(=O)OC1=CC=C(C=C1)Cl (4-chlorophenyl chloroformate). The solvent is N1=CC=CC=C1 (pyridine), N1=CC=CC=C1 (pyridine). Reaction conditions: time 15 minute. The product is C(C)(C)(C)C1=NN=C(S1)N1C(N(CCC1OC(=O)OC1=CC=C(C=C1)Cl)C)=O (tetrahydro-1-(5-t-butyl-1,3,4-thiadiazol-2-yl)-3-methyl-6-(4-chlorophenoxycarbonyloxy)-2-(1H)-pyrimidinone). As a reaction SMILES: [C:1]([C:5]1[S:9][C:8]([N:10]2[CH:15]([OH:16])[CH2:14][CH2:13][N:12]([CH3:17])[C:11]2=[O:18])=[N:7][N:6]=1)([CH3:4])([CH3:3])[CH3:2].Cl[C:20]([O:22][C:23]1[CH:28]=[CH:27][C:26]([Cl:29])=[CH:25][CH:24]=1)=[O:21]>N1C=CC=CC=1>[C:1]([C:5]1[S:9][C:8]([N:10]2[CH:15]([O:16][C:20]([O:22][C:23]3[CH:28]=[CH:27][C:26]([Cl:29])=[CH:25][CH:24]=3)=[O:21])[CH2:14][CH2:13][N:12]([CH3:17])[C:11]2=[O:18])=[N:7][N:6]=1)([CH3:4])([CH3:2])[CH3:3]. Reported procedure: Tetrahydro-1-(5-t-butyl-1,3,4-thiadiazol-2-yl)-3-methyl-6-hydroxy-2(1H)-pyrimidinone (0.05 mole) dissolved in pyridine (80 ml) is charged into a glass reaction vessel equipped with a mechanical stirrer and thermometer. The solution is cooled to a temperature of about 10° C and 4-chlorophenyl chloroformate (0.06 mole) dissolved in pyridine (25 ml) is slowly added with stirring over a period of about 15 minutes. After the addition is completed, the reaction mixture is warmed to room temperature an... Starting materials: COC1=CC=C(CN2N=C(C(=C2)C2=CC=[N+](C=C2)[O-])C2=CC(=CC=C2)[N+](=O)[O-])C=C1 (4-[1-(4-methoxybenzyl)-3-(3-nitrophenyl)-1H-pyrazol-4-yl]pyridine 1-oxide), C(C)(C)(C)N (tert-butylamine), C1(=CC=C(C=C1)S(=O)(=O)OS(=O)(=O)C1=CC=C(C=C1)C)C (p-toluensulfonic anhydride). The solvent is FC(F)(F)C1=CC=CC=C1 (trifluoromethylbenzene), ClCCl (dichloromethane). Reaction conditions: time 6 hour. Yields the product C(C)(C)(C)NC1=NC=CC(=C1)C=1C(=NN(C1)CC1=CC=C(C=C1)OC)C1=CC(=CC=C1)[N+](=O)[O-] (N-tert-butyl-4-[1-(4-methoxybenzyl)-3-(3-nitrophenyl)-1H-pyrazol-4-yl]pyridin-2-amine). Yield: 75.0%. RXN SMILES: [CH3:1][O:2][C:3]1[CH:30]=[CH:29][C:6]([CH2:7][N:8]2[CH:12]=[C:11]([C:13]3[CH:18]=[CH:17][N+:16]([O-])=[CH:15][CH:14]=3)[C:10]([C:20]3[CH:25]=[CH:24][CH:23]=[C:22]([N+:26]([O-:28])=[O:27])[CH:21]=3)=[N:9]2)=[CH:5][CH:4]=1.[C:31]([NH2:35])([CH3:34])([CH3:33])[CH3:32].C1(C)C=CC(S(OS(C2C=CC(C)=CC=2)(=O)=O)(=O)=O)=CC=1>FC(C1C=CC=CC=1)(F)F.ClCCl>[C:31]([NH:35][C:15]1[CH:14]=[C:13]([C:11]2[C:10]([C:20]3[CH:25]=[CH:24][CH:23]=[C:22]([N+:26]([O-:28])=[O:27])[CH:21]=3)=[N:9][N:8]([CH2:7][C:6]3[CH:29]=[CH:30][C:3]([O:2][CH3:1])=[CH:4][CH:5]=3)[CH:12]=2)[CH:18]=[CH:17][N:16]=1)([CH3:34])([CH3:33])[CH3:32]. Procedure details: 580 mg (1.44 mmol) of 4-[1-(4-methoxybenzyl)-3-(3-nitrophenyl)-1H-pyrazol-4-yl]pyridine 1-oxide were suspended in a mixture of 16 ml of trifluoromethylbenzene and 4 ml of dry dichloromethane and 756 μl of tert-butylamine were added. At 0° C. 936 mg (7.2 mmol) of p-toluensulfonic anhydride were added. After 6 hours under stirring in the same conditions the solvent was removed under reduced pressure, the residue partitioned between dichloromethane and water, the organic layer dried over sodium sul... Starting materials: O=C([O-])[O-], CC(C)=O, CCOC(=O)Cl, [K+], [K+], N#Cc1nc(N)[nH]c1C#N. The product is CCOC(=O)n1c(N)nc(C#N)c1C#N. As a reaction SMILES: [C:11](=[O:12])([O-:13])[O-:14].[CH3:23][C:24]([CH3:25])=[O:26].[Cl:17][C:18](=[O:19])[O:20][CH2:21][CH3:22].[K+:15].[K+:16].[NH2:1][c:2]1[nH:3][c:4]([C:9]#[N:10])[c:5]([C:7]#[N:8])[n:6]1>>[NH2:1][c:2]1[n:3]([C:18](=[O:19])[O:20][CH2:21][CH3:22])[c:4]([C:9]#[N:10])[c:5]([C:7]#[N:8])[n:6]1. The reactants are C(#N)C=1C=C(C=CC1C)NN (3-cyano-4-methylphenyl-hydrazine), CON=C(C(=O)OCC)CC(C)=O (ethyl 2-(N-(methoxy)imino)-4-oxopentanoate). Run in C(C)(=O)O (acetic acid). Yields the product C(#N)C=1C=C(C=CC1C)N1N=C(C=C1C(=O)OCC)C (Ethyl 1-(3-cyano-4-methylphenyl)-3-methyl-5-pyrazole-carboxylate). Reaction SMILES: [C:1]([C:3]1[CH:4]=[C:5]([NH:10][NH2:11])[CH:6]=[CH:7][C:8]=1[CH3:9])#[N:2].CON=[C:15]([CH2:21][C:22](=O)[CH3:23])[C:16]([O:18][CH2:19][CH3:20])=[O:17]>C(O)(=O)C>[C:1]([C:3]1[CH:4]=[C:5]([N:10]2[C:15]([C:16]([O:18][CH2:19][CH3:20])=[O:17])=[CH:21][C:22]([CH3:23])=[N:11]2)[CH:6]=[CH:7][C:8]=1[CH3:9])#[N:2]. Procedure: Part A: Ethyl 1-(3-cyano-4-methylphenyl)-3-methyl-5-pyrazole-carboxylate was prepared as colorless crystals following the standard condensation (3-cyano-4-methylphenyl-hydrazine and ethyl 2-(N-(methoxy)imino)-4-oxopentanoate in acetic acid) reaction protocol discussed previously. 1HNMR (CDCl3) δ: 7.68 (s, 1H), 7.57 (dd, 1H), 7.58 (d, 1H), 6.82 (s, 1H), 4.24 (q, 2H), 2.40 (s, 3H0, 2.37 (s, 3H), 1.27 (t, 3H) ppm; ESI mass spectrum analysis (270 (M+H, 100).